From a dataset of the Open Reaction Database (ORD), a public repository of structured organic reaction records. describe an organic reaction: reactants, conditions, products, and yield Starting materials: NC1=C(C=C(C=C1C(F)(F)F)C[C@H](C(=O)N1CCN(CC1)C1CCN(CC1)CC(=O)OCC)OC(=O)N1CCC(CC1)N1C(NC2=C(CC1)C=CC=C2)=O)Cl (ethyl 4-[4-[(2R)-3-[4-amino-3-chloro-5-(trifluoromethyl)phenyl]-1-oxo-2-[[[4-(1,2,4,5-tetrahydro-2-oxo-3H-1,3-benzodiazepin-3-yl)-1-piperidinyl]carbonyl]oxy]propyl]-1-piperazinyl]-piperidine-1-acetate), C(C=1C(O)=CC=CC1)(=O)O (salicylic acid). The solvent is C(C)O (ethanol), C(C)O (ethanol). Run at temperature 80 celsius, time 30 minute. Yields the product C(C=1C(O)=CC=CC1)(=O)O.NC1=C(C=C(C=C1C(F)(F)F)C[C@H](C(=O)N1CCN(CC1)C1CCN(CC1)CC(=O)OCC)OC(=O)N1CCC(CC1)N1C(NC2=C(CC1)C=CC=C2)=O)Cl (Ethyl 4-[4-[(2R)-3-[4-amino-3-chloro-5-(trifluoromethyl)phenyl]-1-oxo-2-[[[4-(1,2,4,5-tetrahydro-2-oxo-3H-1,3-benzodiazepin-3-yl)-1-piperidinyl]carbonyl]oxy]propyl]-1-piperazinyl]-piperidine-1-acetate Salicylate). RXN SMILES: [NH2:1][C:2]1[C:7]([C:8]([F:11])([F:10])[F:9])=[CH:6][C:5]([CH2:12][C@@H:13]([O:34][C:35]([N:37]2[CH2:42][CH2:41][CH:40]([N:43]3[CH2:49][CH2:48][C:47]4[CH:50]=[CH:51][CH:52]=[CH:53][C:46]=4[NH:45][C:44]3=[O:54])[CH2:39][CH2:38]2)=[O:36])[C:14]([N:16]2[CH2:21][CH2:20][N:19]([CH:22]3[CH2:27][CH2:26][N:25]([CH2:28][C:29]([O:31][CH2:32][CH3:33])=[O:30])[CH2:24][CH2:23]3)[CH2:18][CH2:17]2)=[O:15])=[CH:4][C:3]=1[Cl:55].[C:56]([OH:65])(=[O:64])[C:57]1[C:58](=[CH:60][CH:61]=[CH:62][CH:63]=1)[OH:59]>C(O)C>[C:56]([OH:65])(=[O:64])[C:57]1[C:58](=[CH:60][CH:61]=[CH:62][CH:63]=1)[OH:59].[NH2:1][C:2]1[C:7]([C:8]([F:9])([F:11])[F:10])=[CH:6][C:5]([CH2:12][C@@H:13]([O:34][C:35]([N:37]2[CH2:38][CH2:39][CH:40]([N:43]3[CH2:49][CH2:48][C:47]4[CH:50]=[CH:51][CH:52]=[CH:53][C:46]=4[NH:45][C:44]3=[O:54])[CH2:41][CH2:42]2)=[O:36])[C:14]([N:16]2[CH2:17][CH2:18][N:19]([CH:22]3[CH2:23][CH2:24][N:25]([CH2:28][C:29]([O:31][CH2:32][CH3:33])=[O:30])[CH2:26][CH2:27]3)[CH2:20][CH2:21]2)=[O:15])=[CH:4][C:3]=1[Cl:55] |f:3.4|. Procedure: 250 mg ethyl 4-[4-[(2R)-3-[4-amino-3-chloro-5-(trifluoromethyl)phenyl]-1-oxo-2-[[[4-(1,2,4,5-tetrahydro-2-oxo-3H-1,3-benzodiazepin-3-yl)-1-piperidinyl]carbonyl]oxy]propyl]-1-piperazinyl]-piperidine-1-acetate (0.316 mmol) are dissolved in 1.5 ml of ethanol at ambient temperature. The solution is heated to 80° C. and combined with a solution of 43 mg salicylic acid (0.361 mmol) in 1.5 ml of ethanol. The temperature is lowered by 5° C. every 30 minutes. Then the solution is stirred for 12 hours at ... Starting materials: CC(C)(C)c1cc(CBr)cc(C(C)(C)C)c1O, CC(C)Nc1ccc(N)cc1, C1CCOC1. Product: CC(C)Nc1ccc(NCc2cc(C(C)(C)C)c(O)c(C(C)(C)C)c2)cc1. As a reaction SMILES: [Br:1][CH2:2][c:3]1[cH:4][c:5]([C:14]([CH3:15])([CH3:16])[CH3:17])[c:6]([OH:13])[c:7]([C:9]([CH3:10])([CH3:11])[CH3:12])[cH:8]1.[CH:18]([CH3:19])([CH3:20])[NH:21][c:22]1[cH:23][cH:24][c:25]([NH2:28])[cH:26][cH:27]1.[O:29]1[CH2:30][CH2:31][CH2:32][CH2:33]1>>[CH2:2]([c:3]1[cH:4][c:5]([C:14]([CH3:15])([CH3:16])[CH3:17])[c:6]([OH:13])[c:7]([C:9]([CH3:10])([CH3:11])[CH3:12])[cH:8]1)[NH:28][c:25]1[cH:24][cH:23][c:22]([NH:21][CH:18]([CH3:19])[CH3:20])[cH:27][cH:26]1. The reactants are COC(=O)Cc1coc2cc(O)ccc12, CC#N, ClCc1cc(-c2ccc(Cl)cc2)on1. The product is COC(=O)Cc1coc2cc(OCc3cc(-c4ccc(Cl)cc4)on3)ccc12. As a reaction SMILES: [CH3:1][O:2][C:3]([CH2:4][c:5]1[cH:6][o:7][c:8]2[c:9]1[cH:10][cH:11][c:12]([OH:14])[cH:13]2)=[O:15].[CH3:30][C:31]#[N:32].[Cl:16][CH2:17][c:18]1[n:19][o:20][c:21](-[c:23]2[cH:24][cH:25][c:26]([Cl:29])[cH:27][cH:28]2)[cH:22]1>>[CH3:1][O:2][C:3]([CH2:4][c:5]1[cH:6][o:7][c:8]2[c:9]1[cH:10][cH:11][c:12]([O:14][CH2:17][c:18]1[n:19][o:20][c:21](-[c:23]3[cH:24][cH:25][c:26]([Cl:29])[cH:27][cH:28]3)[cH:22]1)[cH:13]2)=[O:15]. Reactants: C(C)OC(NC(CCN)(C)C)=O (ethyl(3-amino-1,1-dimethylpropyl)carbamate), Br (HBr). The solvent is C(C)(=O)O (acetic acid). Yields the product Br.Br.CC(CCN)(C)N (3-methylbutane-1,3-diamine dihydrobromide). Yield: 55.0%. As a reaction SMILES: C(OC(=O)[NH:5][C:6]([CH3:11])([CH3:10])[CH2:7][CH2:8][NH2:9])C.[BrH:13]>C(O)(=O)C>[BrH:13].[BrH:13].[CH3:10][C:6]([NH2:5])([CH3:11])[CH2:7][CH2:8][NH2:9] |f:3.4.5|. Procedure: 2.8 g of ethyl(3-amino-1,1-dimethylpropyl)carbamate are cooled with an ice bath. 9.9 mL of 33% HBr in acetic acid are added dropwise and then the mixture is refluxed with heating for 2 h. After returning to RT, the product is precipitated with Et2O, and filtered. The obtained powder is dried in the oven at 70° C. 2.34 g (yield=55%) of 3-methylbutane-1,3-diamine dihydrobromide are obtained as a white powder used as such.